Dataset: the Open Reaction Database (ORD), a public repository of structured organic reaction records. Task: describe an organic reaction: reactants, conditions, products, and yield Starting materials: [Li]CCCC, C1CCOC1, CCO, CC1(C)CCCC(C)(C)N1, COc1ccc(Cl)nn1, Cl, [Na+], O=C([O-])O, CN(C)C=O. Yields the product COc1nnc(Cl)cc1C=O. Reaction SMILES: [CH2:1]([Li:2])[CH2:3][CH2:4][CH3:5].[CH2:31]1[O:32][CH2:33][CH2:34][CH2:35]1.[CH3:36][CH2:37][OH:38].[CH3:6][C:7]1([CH3:8])[CH2:9][CH2:10][CH2:11][C:12]([CH3:13])([CH3:14])[NH:15]1.[Cl:16][c:17]1[n:18][n:19][c:20]([O:23][CH3:24])[cH:21][cH:22]1.[ClH:25].[Na+:30].[O-:26][C:27]([OH:28])=[O:29].[O:39]=[CH:40][N:41]([CH3:42])[CH3:43]>>[Cl:16][c:17]1[n:18][n:19][c:20]([O:23][CH3:24])[c:21]([CH:27]=[O:26])[cH:22]1. The reactants are C([O-])(O)=O.[Na+] (sodium bicarbonate), [N-]=[N+]=[N-].[Na+] (sodium azide), [Cl-].[Cl-].[Cl-].[Al+3] (aluminum trichloride), ClC=1C=CC(=C(C1)C(CC#N)=O)OCC(=O)N1[C@@H](CN([C@H](C1)C)CC1=CC=C(C=C1)F)C (3-(5-chloro-2-{2-[4-(4-fluoro-benzyl)-(2R,5S)-2,5-dimethyl-piperazin-1-yl]-2-oxo-ethoxy}-phenyl)-3-oxo-propionitrile). The solvent is CS(=O)C (dimethylsulfoxide), O1CCCC1 (tetrahydrofuran). Reaction conditions: temperature 70 celsius, time 18 hour. Product: ClC=1C=CC(=C(C1)C(CC1=NN=NN1)=O)OCC(=O)N1[C@@H](CN([C@H](C1)C)CC1=CC=C(C=C1)F)C (1-(5-Chloro-2-{2-[4-(4-fluoro-benzyl)-(2R,5S)-2,5-dimethyl-piperazin-1-yl]-2-oxo-ethoxy}-phenyl)-2-(1H-tetrazol-5-yl)-ethanone). RXN SMILES: [N-:1]=[N+:2]=[N-:3].[Na+].[Cl-].[Cl-].[Cl-].[Al+3].[Cl:9][C:10]1[CH:11]=[CH:12][C:13]([O:21][CH2:22][C:23]([N:25]2[CH2:30][C@H:29]([CH3:31])[N:28]([CH2:32][C:33]3[CH:38]=[CH:37][C:36]([F:39])=[CH:35][CH:34]=3)[CH2:27][C@H:26]2[CH3:40])=[O:24])=[C:14]([C:16](=[O:20])[CH2:17][C:18]#[N:19])[CH:15]=1.C(=O)(O)[O-].[Na+]>O1CCCC1.CS(C)=O>[Cl:9][C:10]1[CH:11]=[CH:12][C:13]([O:21][CH2:22][C:23]([N:25]2[CH2:30][C@H:29]([CH3:31])[N:28]([CH2:32][C:33]3[CH:34]=[CH:35][C:36]([F:39])=[CH:37][CH:38]=3)[CH2:27][C@H:26]2[CH3:40])=[O:24])=[C:14]([C:16](=[O:20])[CH2:17][C:18]2[NH:19][N:3]=[N:2][N:1]=2)[CH:15]=1 |f:0.1,2.3.4.5,7.8|. Procedure: To a mixture of sodium azide (0.061 g, 0.95 mmol) and aluminum trichloride (0.042 g, 0.31 mmol) was added 3-(5-chloro-2-{2-[4-(4-fluoro-benzyl)-(2R,5S)-2,5-dimethyl-piperazin-1-yl]-2-oxo-ethoxy}-phenyl)-3-oxo-propionitrile (0.035 g, 0.076 mmol) in tetrahydrofuran (2 mL). The reaction was warmed to 70° C. and stirred for 18 hours. To this was added saturated aqueous sodium bicarbonate (0.5 mL) and dimethylsulfoxide (0.5 mL) and the solution was stirred for 1 hour at ambient temperature. The solid... Reactants: CCOC(=O)C=C(C)c1ccc(-c2c(OC)cccc2OC)cc1, CC(C)C[AlH]CC(C)C. As a reaction SMILES: [CH3:1][O:2][c:3]1[c:4](-[c:11]2[cH:12][cH:13][c:14]([C:17](=[CH:18][C:19](=[O:20])[O:21][CH2:22][CH3:23])[CH3:24])[cH:15][cH:16]2)[c:5]([O:9][CH3:10])[cH:6][cH:7][cH:8]1.[CH3:25][CH:26]([CH2:27][AlH:28][CH2:29][CH:30]([CH3:31])[CH3:32])[CH3:33]>>[CH3:1][O:2][c:3]1[c:4](-[c:11]2[cH:12][cH:13][c:14]([C:17](=[CH:18][CH2:19][OH:20])[CH3:24])[cH:15][cH:16]2)[c:5]([O:9][CH3:10])[cH:6][cH:7][cH:8]1. Yields the product COc1cccc(OC)c1-c1ccc(C(C)=CCO)cc1. Starting materials: [H][H] (hydrogen), CC1=CCC(CC1)C(CC=O)C (3-(1-methylcyclohexen-4-yl)-butyraldehyde), N (ammonia), Raney nickel iron. Solvent: liquid. Yields the product CC1=CCC(CC1)C(CCN)C (3-(1-methylcyclohexen-4-yl)-butylamine). Yield: 86.0%. RXN SMILES: [CH3:1][C:2]1[CH2:7][CH2:6][CH:5]([CH:8]([CH3:12])[CH2:9][CH:10]=O)[CH2:4][CH:3]=1.[H][H].[NH3:15]>>[CH3:1][C:2]1[CH2:7][CH2:6][CH:5]([CH:8]([CH3:12])[CH2:9][CH2:10][NH2:15])[CH2:4][CH:3]=1. Procedure details: 830 g of 3-(1-methylcyclohexen-4-yl)-butyraldehyde were dissolved in 800 ml of liquid ammonia in a stirrer autoclave and hydrogenated under a hydrogen pressure of 100 bar over 50 g of Raney nickel iron at 90° C. After evaporation of the solvent, the product was filtered from the catalyst and distilled under vacuum. 720 g (86%) of 3-(1-methylcyclohexen-4-yl)-butylamine, bp.10 120° C., were obtained. Starting materials: NC1=NC(=CC(=N1)Cl)OC (2-amino-4-chloro-6-methoxypyrimidine), N(=C=O)S(=O)(=O)C1=C(C(=O)OCC)C=CC=C1 (ethyl 2-(isocyanatosulfonyl)benzoate). The solvent is C(Cl)Cl (CH2Cl2). Reaction conditions: time 3 day. Yields the product C(C)OC(C1=C(C=CC=C1)S(=O)(=O)NC(=O)NC1=NC(=CC(=N1)Cl)OC)=O (2-[[(4-chloro-6-methoxypyrimidin-2-yl)aminocarbonyl]aminosulfonyl]benzoic acid ethyl ester). Reaction SMILES: [NH2:1][C:2]1[N:7]=[C:6]([Cl:8])[CH:5]=[C:4]([O:9][CH3:10])[N:3]=1.[N:11]([S:14]([C:17]1[CH:27]=[CH:26][CH:25]=[CH:24][C:18]=1[C:19]([O:21][CH2:22][CH3:23])=[O:20])(=[O:16])=[O:15])=[C:12]=[O:13]>C(Cl)Cl>[CH2:22]([O:21][C:19](=[O:20])[C:18]1[CH:24]=[CH:25][CH:26]=[CH:27][C:17]=1[S:14]([NH:11][C:12]([NH:1][C:2]1[N:7]=[C:6]([Cl:8])[CH:5]=[C:4]([O:9][CH3:10])[N:3]=1)=[O:13])(=[O:15])=[O:16])[CH3:23]. Reported procedure: To 1.0 g of 2-amino-4-chloro-6-methoxypyrimidine suspended in 25 ml of dry CH2Cl2 was added 1.53 g of ethyl 2-(isocyanatosulfonyl)benzoate (prepared by procedures taught in U.S. Pat. No. 4,305,884). The reaction mixture was stirred at ambient temperature for three days. The solvent was stripped and the product was recrystallized from butyl chloride to give a white solid with m.p. 198°-201°. Starting materials: OC(CNC(=O)C=1C=C2C=CNC2=CC1)C1=CC(=C(C(=C1)OC)OC)OC (indole-5-carboxylic acid, (N-[2-hydroxy-2-(3,4,5-trimethoxyphenyl)ethyl]) amide), C=O (paraformaldehyde), C(#N)[BH3-].[Na+] (sodium cyanoborohydride). Run in C(C)(=O)O (acetic acid). Reaction conditions: time 18 hour. Yields the product OC(CNC(=O)C=1C=C2CCN(C2=CC1)C)C1=CC(=C(C(=C1)OC)OC)OC (1-methyl-2, 3-dihydro-indole-5-carboxylic acid (N-[2-hydroxy-2-(3,4,5-trimethoxyphenyl) ethyl])amide). Isolated yield 100.7%. RXN SMILES: [OH:1][CH:2]([C:16]1[CH:21]=[C:20]([O:22][CH3:23])[C:19]([O:24][CH3:25])=[C:18]([O:26][CH3:27])[CH:17]=1)[CH2:3][NH:4][C:5]([C:7]1[CH:8]=[C:9]2[C:13](=[CH:14][CH:15]=1)[NH:12][CH:11]=[CH:10]2)=[O:6].C=O.[C:30]([BH3-])#N.[Na+]>C(O)(=O)C>[OH:1][CH:2]([C:16]1[CH:21]=[C:20]([O:22][CH3:23])[C:19]([O:24][CH3:25])=[C:18]([O:26][CH3:27])[CH:17]=1)[CH2:3][NH:4][C:5]([C:7]1[CH:8]=[C:9]2[C:13](=[CH:14][CH:15]=1)[N:12]([CH3:30])[CH2:11][CH2:10]2)=[O:6] |f:2.3|. Procedure details: A suspension of indole-5-carboxylic acid, (N-[2-hydroxy-2-(3,4,5-trimethoxyphenyl)ethyl]) amide (207 mg, 0.56 mmol) and paraformaldehyde (168 mg, 5.6 mmol) in acetic acid (5 mL) was treated with sodium cyanoborohydride (176 mg, 2.79 mmol), stirred for 18 hours, and concentrated. The concentrate was partitioned between ethyl acetate and 10% NaHCO3, washed sequentially with 10% NaHCO3 and brine, dried (MgSO4), filtered, and concentrated to provide 218 mg of the desired product. MS (ESI(+)) m/z 387...